From a dataset of the Open Reaction Database (ORD), a public repository of structured organic reaction records. describe an organic reaction: reactants, conditions, products, and yield Starting materials: mixture, NC1=CC(=NC=C1F)NC=C(C(=O)OCC)C(C1=C(C(=C(C(=C1)F)F)Cl)F)=O (ethyl 3-(4-amino-5-fluoropyridine-2-yl)amino-2-(3-chloro-2,4,5-trifluorobenzoyl)acrylate), NC1=NC=C(C(=C1)NC=C(C(=O)OCC)C(C1=C(C(=C(C(=C1)F)F)Cl)F)=O)F (ethyl 3-(2-amino-5-fluoropyridine-4-yl)amino-2-(3-chloro-2,4,5-trifluorobenzoyl)acrylate), C([O-])([O-])=O.[K+].[K+] (potassium carbonate). The solvent is CN(C=O)C (N,N-dimethylformamide). Reaction conditions: temperature 100 celsius, time 20 minute. Product: NC1=CC(=NC=C1F)N1C=C(C(C2=CC(=C(C(=C12)Cl)F)F)=O)C(=O)OCC (ethyl 1-(4-amino-5-fluoropyridine-2-yl)-8-chloro-6,7-difluoro-4-oxo-1,4-dihydroquinoline-3-carboxylate). Reaction SMILES: [NH2:1][C:2]1[C:7]([F:8])=[CH:6][N:5]=[C:4]([NH:9][CH:10]=[C:11]([C:17](=[O:28])[C:18]2[CH:23]=[C:22]([F:24])[C:21]([F:25])=[C:20]([Cl:26])[C:19]=2F)[C:12]([O:14][CH2:15][CH3:16])=[O:13])[CH:3]=1.NC1C=C(NC=C(C(=O)C2C=C(F)C(F)=C(Cl)C=2F)C(OCC)=O)C(F)=CN=1.C(=O)([O-])[O-].[K+].[K+]>CN(C)C=O>[NH2:1][C:2]1[C:7]([F:8])=[CH:6][N:5]=[C:4]([N:9]2[C:19]3[C:18](=[CH:23][C:22]([F:24])=[C:21]([F:25])[C:20]=3[Cl:26])[C:17](=[O:28])[C:11]([C:12]([O:14][CH2:15][CH3:16])=[O:13])=[CH:10]2)[CH:3]=1 |f:2.3.4|. Procedure: To 150 mg of the mixture of ethyl 3-(4-amino-5-fluoropyridine-2-yl)amino-2-(3-chloro-2,4,5-trifluorobenzoyl)acrylate and ethyl 3-(2-amino-5-fluoropyridine-4-yl)amino-2-(3-chloro-2,4,5-trifluorobenzoyl)acrylate were added 230 mg of anhydrous potassium carbonate and 450 mg of N,N-dimethylformamide, and the mixture was stirred at 100° C. for 20 minutes and allowed to cool. The solution was separated by adding 20 ml of chloroform and 100 ml of distilled water, and the chloroform layer was washed wit... Starting materials: Cl.CC=1C=CC(=NC1)C=CCCl (3-(5-methyl-2-pyridyl)allyl chloride hydrochloride), NC=1SC=2CCNCCC2N1 (2-amino-4,5,7,8-tetrahydro-6H-thiazolo[5,4-d]azepine), C(C)(C)O (isopropanol). Solvent: C(Cl)(Cl)Cl (chloroform). Product: NC=1SC=2CCN(CCC2N1)CC=CC1=NC=C(C=C1)C (2-Amino-6-(3-(5-methyl-2-pyridyl)allyl)-4,5,7,8-tetrahydro-6H-thiazolo[5,4-d]azepine). The yield is 22.0%. As a reaction SMILES: Cl.[CH3:2][C:3]1[CH:4]=[CH:5][C:6]([CH:9]=[CH:10][CH2:11]Cl)=[N:7][CH:8]=1.[NH2:13][C:14]1[S:15][C:16]2[CH2:17][CH2:18][NH:19][CH2:20][CH2:21][C:22]=2[N:23]=1.C(O)(C)C>C(Cl)(Cl)Cl>[NH2:13][C:14]1[S:15][C:16]2[CH2:17][CH2:18][N:19]([CH2:11][CH:10]=[CH:9][C:6]3[CH:5]=[CH:4][C:3]([CH3:2])=[CH:8][N:7]=3)[CH2:20][CH2:21][C:22]=2[N:23]=1 |f:0.1|. Procedure details: Prepared from 3-(5-methyl-2-pyridyl)allyl chloride hydrochloride and 3 equivalents of 2-amino-4,5,7,8-tetrahydro-6H-thiazolo[5,4-d]azepine in chloroform. Yield: 22% of theory, Melting point: 172°-175° C. (isopropanol). Conditions: time 45 minute. Yields the product Cl.NCCCC1(SC(=NN1C(C(C)(C)C)=O)C1=C(C=CC(=C1)F)F)C1=CC=CC=C1 (1-(2-(3-aminopropyl)-5-(2,5-difluorophenyl)-2-phenyl-1,3,4-thiadiazol-3(2H)-yl)-2,2-dimethylpropan-1-one hydrochloride). The yield is 95.1%. Procedure details: 1-(2-(3-azidopropyl)-5-(2,5-difluorophenyl)-2-phenyl-1,3,4-thiadiazol-3(2H)-yl)-2,2-dimethylpropan-1-one (100 mg, 0.2255 mmol) was weighed into a flask and dissolved in 7 mL of MeOH.HCl (0.563 ml, 1.12 mmol) and Pd/C (23 mg 0.22 mmol) were then added. The reaction was stirred at ambient temperature under an atmosphere or H2 for 45 minutes. The reaction was then concentrated affording the desired product (97.4 mg, 95%). As a reaction SMILES: [N:1]([CH2:4][CH2:5][CH2:6][C:7]1([C:26]2[CH:31]=[CH:30][CH:29]=[CH:28][CH:27]=2)[N:11]([C:12](=[O:17])[C:13]([CH3:16])([CH3:15])[CH3:14])[N:10]=[C:9]([C:18]2[CH:23]=[C:22]([F:24])[CH:21]=[CH:20][C:19]=2[F:25])[S:8]1)=[N+]=[N-].CO.[ClH:34]>[Pd]>[ClH:34].[NH2:1][CH2:4][CH2:5][CH2:6][C:7]1([C:26]2[CH:31]=[CH:30][CH:29]=[CH:28][CH:27]=2)[N:11]([C:12](=[O:17])[C:13]([CH3:16])([CH3:14])[CH3:15])[N:10]=[C:9]([C:18]2[CH:23]=[C:22]([F:24])[CH:21]=[CH:20][C:19]=2[F:25])[S:8]1 |f:1.2,4.5|. Reagents/catalysts: [Pd] (Pd/C). Reactants: N(=[N+]=[N-])CCCC1(SC(=NN1C(C(C)(C)C)=O)C1=C(C=CC(=C1)F)F)C1=CC=CC=C1 (1-(2-(3-azidopropyl)-5-(2,5-difluorophenyl)-2-phenyl-1,3,4-thiadiazol-3(2H)-yl)-2,2-dimethylpropan-1-one), CO.Cl (MeOH.HCl). Yields the product [N-]=[N+]=Nc1cc(N)cc(Cl)c1. As a reaction SMILES: [Cl:22][CH2:23][Cl:24].[N:1](=[N+:2]=[N-:3])[c:4]1[cH:5][c:6]([NH:11][C:12](=[O:13])[OH:14])[cH:7][c:8]([Cl:10])[cH:9]1.[OH:15][C:16]([C:17]([F:18])([F:19])[F:20])=[O:21]>>[N:1](=[N+:2]=[N-:3])[c:4]1[cH:5][c:6]([NH2:11])[cH:7][c:8]([Cl:10])[cH:9]1. The reactants are ClCCl, [N-]=[N+]=Nc1cc(Cl)cc(NC(=O)O)c1, O=C(O)C(F)(F)F. Reactants: P(=O)([O-])([O-])[O-].[K+].[K+].[K+] (potassium phosphate), BrC1=CC=C(C=C1)C1=NN2C(C=CC=C2NCCCC)=C1C1=NC(=NC=C1)NCCCC (2-(4-Bromophenyl)-N-butyl-3-[2-(butylamino)-4-pyrimidinyl]pyrazolo[1,5-a]pyridin-7-amine), COB1C2CCCC1CCC2 (9-methoxy-9-borabicyclo[3.3.1]nonane), C(=C)(C)[Mg]Br (isopropenylmagnesium bromide), [OH-].[Na+] (sodium hydroxide), OO (hydrogen peroxide), resultant solution, resultant solution. Solvent: O1CCCC1 (tetrahydrofuran), CCOCC (Ether), O1CCCC1 (tetrahydrofuran), CN(C=O)C (N,N-dimethylformamide), O (water). Run at time 1 hour. The product is C(CCC)NC1=CC=CC=2N1N=C(C2C2=NC(=NC=C2)NCCCC)C2=CC=C(C=C2)C(=C)C (N-butyl-3-[2-(butylamino)-4-pyrimidinyl]-2-(4-isopropenylphenyl)pyrazolo[1,5-a]pyridin-7-amine). The yield is 27.5%. RXN SMILES: COB1C2CC[CH2:11][CH:4]1[CH2:5]CC2.C([Mg]Br)(C)=C.P([O-])([O-])([O-])=O.[K+].[K+].[K+].Br[C:26]1[CH:31]=[CH:30][C:29]([C:32]2[C:45]([C:46]3[CH:51]=[CH:50][N:49]=[C:48]([NH:52][CH2:53][CH2:54][CH2:55][CH3:56])[N:47]=3)=[C:35]3[CH:36]=[CH:37][CH:38]=[C:39]([NH:40][CH2:41][CH2:42][CH2:43][CH3:44])[N:34]3[N:33]=2)=[CH:28][CH:27]=1.[OH-].[Na+].OO>O1CCCC1.O.CCOCC.CN(C)C=O>[CH2:41]([NH:40][C:39]1[N:34]2[N:33]=[C:32]([C:29]3[CH:30]=[CH:31][C:26]([C:4]([CH3:11])=[CH2:5])=[CH:27][CH:28]=3)[C:45]([C:46]3[CH:51]=[CH:50][N:49]=[C:48]([NH:52][CH2:53][CH2:54][CH2:55][CH3:56])[N:47]=3)=[C:35]2[CH:36]=[CH:37][CH:38]=1)[CH2:42][CH2:43][CH3:44] |f:2.3.4.5,7.8|. Procedure details: To a cold (−78° C.) solution of 9-methoxy-9-borabicyclo[3.3.1]nonane (1 mL, 1.0 M in hexane, 1.0 mmol) in tetrahydrofuran (5 mL) was added isopropenylmagnesium bromide (2.0 mL, 0.5 M in tetrahydrofuran, 1.0 mmol) dropwise. The resultant solution was stirred at −78° C. for 5 minutes, then allowed to warm to room temperature. After 1 hour, potassium phosphate (0.33 mL, 3 M aqueous, 1.0 mmol) was added followed by N,N-dimethylformamide (5 mL), 2-(4-Bromophenyl)-N-butyl-3-[2-(butylamino)-4-pyrimidin... Reactants: CNCCNC, CCOC(C)=O, CN(C)C=O, [Cl-], [Na+], COC(=O)C(Cc1ccccc1)OC(=O)Oc1ccccc1. The product is CNCCN(C)C(=O)OC(Cc1ccccc1)C(=O)OC. As a reaction SMILES: [CH3:1][NH:2][CH2:3][CH2:4][NH:5][CH3:6].[CH3:29][CH2:30][O:31][C:32](=[O:33])[CH3:34].[CH3:37][N:38]([CH3:39])[CH:40]=[O:41].[Cl-:36].[Na+:35].[O:7]([c:9]1[cH:10][cH:11][cH:12][cH:13][cH:15]1)[C:14](=[O:8])[O:16][CH:17]([C:18](=[O:19])[O:20][CH3:21])[CH2:22][c:23]1[cH:24][cH:25][cH:26][cH:27][cH:28]1>>[CH3:1][NH:2][CH2:3][CH2:4][N:5]([CH3:6])[C:14](=[O:7])[O:16][CH:17]([C:18](=[O:19])[O:20][CH3:21])[CH2:22][c:23]1[cH:24][cH:25][cH:26][cH:27][cH:28]1. Starting materials: BrC=1C=CC(=NC1)COC1=CC(N(C=C1)CCC1=CC2=C(CCNCC2)C=C1)=O (4-(5-bromo-pyridin-2-ylmethoxy)-1-[2-(2,3,4,5-tetrahydro-1H-3-benzazepin-7-yl)-ethyl]-1H-pyridin-2-one), C=O (formaldehyde), C(C)(=O)O[BH-](OC(C)=O)OC(C)=O.[Na+] (sodium triacetoxy-borohydride), buffer solution. Run in C1CCOC1 (THF). Run at time 48 hour. Product: BrC=1C=CC(=NC1)COC1=CC(N(C=C1)CCC1=CC2=C(CCN(CC2)C)C=C1)=O (4-(5-Bromo-pyridin-2-ylmethoxy)-1-[2-(3-methyl-2,3,4,5-tetrahydro-1H-3-benzazepin-7-yl)-ethyl]-1H-pyridin-2-one). RXN SMILES: [Br:1][C:2]1[CH:3]=[CH:4][C:5]([CH2:8][O:9][C:10]2[CH:15]=[CH:14][N:13]([CH2:16][CH2:17][C:18]3[CH:28]=[CH:27][C:21]4[CH2:22][CH2:23][NH:24][CH2:25][CH2:26][C:20]=4[CH:19]=3)[C:12](=[O:29])[CH:11]=2)=[N:6][CH:7]=1.C=O.[C:32](O[BH-](OC(=O)C)OC(=O)C)(=O)C.[Na+]>C1COCC1>[Br:1][C:2]1[CH:3]=[CH:4][C:5]([CH2:8][O:9][C:10]2[CH:15]=[CH:14][N:13]([CH2:16][CH2:17][C:18]3[CH:28]=[CH:27][C:21]4[CH2:22][CH2:23][N:24]([CH3:32])[CH2:25][CH2:26][C:20]=4[CH:19]=3)[C:12](=[O:29])[CH:11]=2)=[N:6][CH:7]=1 |f:2.3|. Procedure details: To 60 mg (0.13 mmol) 4-(5-bromo-pyridin-2-ylmethoxy)-1-[2-(2,3,4,5-tetrahydro-1H-3-benzazepin-7-yl)-ethyl]-1H-pyridin-2-one (example 23.15) in 5.0 mL THF is added 43 μL (0.53 mmol) aqueous 37% formaldehyde solution and 56 mg (0.26 mmol) sodium triacetoxy-borohydride. The mixture is acidified with pH 5 buffer solution and is stirred 48 h at RT. After filtration is the residue purified via reverse HPLC chromatography (Waters Xbridge; water (0.30% NH4OH)/acetonitrile (0.30% NH4OH) 95:5 to 5:95). Reactants: C(CC)(=O)O (propionic acid), CCC(=O)OO (perpropionic acid). The product is C(CC)(=O)OOC(CC)=O (propionyl peroxide). Reaction SMILES: [C:1]([OH:5])(=[O:4])[CH2:2][CH3:3].[CH3:6][CH2:7][C:8]([O:10]O)=[O:9]>>[C:1]([O:5][O:10][C:8](=[O:9])[CH2:7][CH3:6])(=[O:4])[CH2:2][CH3:3]. Procedure: Two side reactions could in theory occur in the extraction column, namely the reaction of hydrogen peroxide with sulphuric acid to form Caro's acid and the reaction of propionic acid with perpropionic acid to give propionyl peroxide. However the simultaneous extraction into the organic phase constituted by the propylene dichloride has the general effect of minimising these side reactions. Reactants: C[Si](C)(C)CCOCn1cc(C(=O)O)c2nc(Br)cnc21, CC(C)(C)OC(=O)NC(C(=O)N1CC(C#N)C1)C1CC1, CCOC(C)=O, CCN(C(C)C)C(C)C, ClCCl, F[B-](F)(F)F, O, O=C(O)C(F)(F)F, CN(C)C(On1nnc2ccccc21)=[N+](C)C. Yields the product C[Si](C)(C)CCOCn1cc(C(=O)NC(C(=O)N2CC(C#N)C2)C2CC2)c2nc(Br)cnc21. Reaction SMILES: [Br:28][c:29]1[n:30][c:31]2[c:32]([n:33][cH:34]1)[n:35]([CH2:41][O:42][CH2:43][CH2:44][Si:45]([CH3:46])([CH3:47])[CH3:48])[cH:36][c:37]2[C:38]([OH:39])=[O:40].[C:1]([O:2][C:6]([NH:7][CH:8]([C:9](=[O:10])[N:11]1[CH2:12][CH:13]([C:15]#[N:16])[CH2:14]1)[CH:17]1[CH2:18][CH2:19]1)=[O:20])([CH3:3])([CH3:4])[CH3:5].[CH3:83][CH2:84][O:85][C:86](=[O:87])[CH3:88].[CH:71]([N:72]([CH2:73][CH3:74])[CH:75]([CH3:76])[CH3:77])([CH3:78])[CH3:79].[Cl:80][CH2:81][Cl:82].[F:49][B-:50]([F:51])([F:52])[F:53].[OH2:89].[OH:21][C:22]([C:23]([F:24])([F:25])[F:26])=[O:27].[n:54]1([O:55][C:56]([N:57]([CH3:58])[CH3:59])=[N+:60]([CH3:61])[CH3:62])[c:63]2[cH:64][cH:65][cH:66][cH:67][c:68]2[n:69][n:70]1>>[C:6]([NH:7][CH:8]([C:9](=[O:10])[N:11]1[CH2:12][CH:13]([C:15]#[N:16])[CH2:14]1)[CH:17]1[CH2:18][CH2:19]1)(=[O:20])[c:37]1[c:31]2[n:30][c:29]([Br:28])[cH:34][n:33][c:32]2[n:35]([CH2:41][O:42][CH2:43][CH2:44][Si:45]([CH3:46])([CH3:47])[CH3:48])[cH:36]1.